The task is: describe an organic reaction: reactants, conditions, products, and yield. This data is from the Open Reaction Database (ORD), a public repository of structured organic reaction records. Starting materials: [OH-].[Na+] (NaOH), COC1=C(C(=O)[O-])C=C(C(=C1)OCC(F)(F)F)F (methoxy-4-trifluoroethoxy-5-fluorobenzoate), Cl (HCl). Run in C1CCOC1 (THF), O (water), O (water). Run at temperature 50 celsius, time 18 hour. Product: FC(COC1=CC=C(C(=O)O)C=C1F)(F)F (4-trifluoroethoxy-5-fluorobenzoic acid). RXN SMILES: CO[C:3]1[CH:11]=[C:10]([O:12][CH2:13][C:14]([F:17])([F:16])[F:15])[C:9]([F:18])=[CH:8][C:4]=1[C:5]([O-:7])=[O:6].[OH-].[Na+].Cl>C1COCC1.O>[F:17][C:14]([F:15])([F:16])[CH2:13][O:12][C:10]1[C:9]([F:18])=[CH:8][C:4]([C:5]([OH:7])=[O:6])=[CH:3][CH:11]=1 |f:1.2|. Reported procedure: The above methoxy-4-trifluoroethoxy-5-fluorobenzoate (420 mg, 1.7 mmol) was dissolved in freshly distilled THF (50 mL) and water was added (20 mL) and 2N NaOH (2 mL) was dropped into the rapidly stirring solution at room temperature. The solution was warmed to 50° C. and stirred rapidly for 18 hours. The biphasic result was reduced to a smaller volume under reduced pressure and water was added to the aqueous residue to a volume of 50 mL and was then acidified with 4 N HCl to a pH of 1-2. The pro... The reactants are C1(=CC=CC=C1)CCCCO (4-phenyl-1-butanol), [Br-].[Br-].C1(=CC=CC=C1)P(C1=CC=CC=C1)C1=CC=CC=C1 (triphenylphosphine dibromide), CO (methanol). Solvent: C(C)#N (acetonitrile). Run at time 10 minute. Yields the product C1(=CC=CC=C1)CCCCBr (4-Phenylbutyl bromide). The yield is 106.3%. As a reaction SMILES: [C:1]1([CH2:7][CH2:8][CH2:9][CH2:10]O)[CH:6]=[CH:5][CH:4]=[CH:3][CH:2]=1.[Br-:12].[Br-].C1(P(C2C=CC=CC=2)C2C=CC=CC=2)C=CC=CC=1.CO>C(#N)C>[C:1]1([CH2:7][CH2:8][CH2:9][CH2:10][Br:12])[CH:6]=[CH:5][CH:4]=[CH:3][CH:2]=1 |f:1.2.3|. Procedure: To a solution of 4-phenyl-1-butanol (21.75 g) in acetonitrile (300 mL) was added triphenylphosphine dibromide (67.23 g) in portions with stirring over 10 min. After stirring over night under nitrogen, methanol (4 mL) was added and after 1.5 h, the solvent was removed under reduced pressure. Hexanes (200 mL) and ˜75 g silica gel were added to the residue and the mixture was filtered and the filter cake was eluted with hexanes. The clear filtrate was concentrated to give 32.8 g of clear colorless ... Reactants: O=C(OCn1cc(F)c(=O)n(COC(=O)c2ccccc2)c1=O)c1ccccc1, O, c1ccncc1. Yields the product O=C(OCn1c(=O)[nH]cc(F)c1=O)c1ccccc1. RXN SMILES: [C:1]([O:2][CH2:3][n:11]1[c:12](=[O:13])[n:14]([CH2:20][O:21][C:22]([c:23]2[cH:24][cH:25][cH:26][cH:27][cH:28]2)=[O:29])[c:15](=[O:16])[c:17]([F:19])[cH:18]1)(=[O:4])[c:5]1[cH:6][cH:7][cH:8][cH:9][cH:10]1.[OH2:36].[cH:30]1[cH:31][cH:32][n:33][cH:34][cH:35]1>>[nH:11]1[c:12](=[O:13])[n:14]([CH2:20][O:21][C:22]([c:23]2[cH:24][cH:25][cH:26][cH:27][cH:28]2)=[O:29])[c:15](=[O:16])[c:17]([F:19])[cH:18]1.